From a dataset of the Open Reaction Database (ORD), a public repository of structured organic reaction records. describe an organic reaction: reactants, conditions, products, and yield Starting materials: Cl.C1(=CC=CC=C1)C1(CCNCC1)C(=O)N (4-phenyl-piperidine-4-carboxylic acid amide hydrochloride), O.ON1N=NC2=C1C=CC=C2 (1-hydroxybenzotriazole hydrate), Cl.C(C)N=C=NCCCN(C)C (1-ethyl-3-(3-dimethylaminopropyl) carbodiimide hydrochloride), BrC=1C=C(C(=O)O)C=C(C1OC)Br (3,5-dibromo-4-methoxy-benzoic acid), C(C)(C)N(C(C)C)CC (N,N-diisopropylethylamine). Run in CO.ClCCl (methanol dichloromethane), C(C)(=O)OCC.CCCCCC (ethyl acetate hexane), ClCCl (dichloromethane), ClCCl (dichloromethane). Reaction conditions: time 18 hour. Product: ClC=1C=C(C=CC1Cl)C1(CN(CC1)C(C1=CC(=C(C(=C1)Br)OC)Br)=O)CCN1CCC(CC1)(C(=O)N)C1=CC=CC=C1 (1-[2-[3-(3,4-dichloro-phenyl)-1-(3,5-dibromo-4-methoxy-benzoyl)-pyrrolidin-3-yl]-ethyl]-4-phenyl-piperidine-4-carboxylic acid amide). As a reaction SMILES: [ClH:1].[C:2]1([C:8]2([C:14]([NH2:16])=[O:15])[CH2:13][CH2:12][NH:11][CH2:10][CH2:9]2)[CH:7]=[CH:6][CH:5]=[CH:4][CH:3]=1.[Br:17][C:18]1[CH:19]=[C:20]([CH:24]=[C:25]([Br:29])[C:26]=1[O:27][CH3:28])[C:21]([OH:23])=O.C([N:33]([CH2:37][CH3:38])[CH:34]([CH3:36])C)(C)C.[ClH:39].C(N=C=NC[CH2:46][CH2:47]N(C)C)C.O.ON1[C:57]2[CH:58]=[CH:59][CH:60]=[CH:61][C:56]=2N=N1>ClCCl.CO.ClCCl.C(OCC)(=O)C.CCCCCC>[Cl:1][C:57]1[CH:58]=[C:59]([C:38]2([CH2:46][CH2:47][N:11]3[CH2:10][CH2:9][C:8]([C:2]4[CH:3]=[CH:4][CH:5]=[CH:6][CH:7]=4)([C:14]([NH2:16])=[O:15])[CH2:13][CH2:12]3)[CH2:36][CH2:34][N:33]([C:21](=[O:23])[C:20]3[CH:24]=[C:25]([Br:29])[C:26]([O:27][CH3:28])=[C:18]([Br:17])[CH:19]=3)[CH2:37]2)[CH:60]=[CH:61][C:56]=1[Cl:39] |f:0.1,4.5,6.7,9.10,11.12|. Reported procedure: Combine 1-[3-(3,4-dichloro-phenyl)-pyrrolidin-3-yl]-ethyl]-4-phenyl-piperidine-4-carboxylic acid amide hydrochloride (241 mg, 0.41 mmol), 3,5-dibromo-4-methoxy-benzoic acid (0.23 g, 0.75 mmol), N,N-diisopropylethylamine (0.75 mmol), 1-ethyl-3-(3-dimethylaminopropyl) carbodiimide hydrochloride (EDC) (0.75 mmol), and 1-hydroxybenzotriazole hydrate (HOBT) (0.75 g, 1.1 mmol) in dichloromethane (10 mL). After 18 hour, dilute with dichloromethane and extract with 1M hydrochloric acid solution, 5% sodi... Starting materials: NC1=C(C=C(C=C1)N1CCN(CCC1)C(=O)OC(C)(C)C)NS(=O)(=O)C1=CC=CC=C1 (N-{2-amino-5-(4-t-butyloxycarbonyl-1,4-diazepan-1-yl)-phenyl}benzenesulfonamide), C1(=CC=CC2=CC=CC=C12)S(=O)(=O)Cl (1-naphthalenesulfonylchloride). Product: Cl.N1(CCNCCC1)C1=CC(=C(C=C1)NS(=O)(=O)C1=CC=CC2=CC=CC=C12)NS(=O)(=O)C1=CC=CC=C1 (N-{4-(1,4-diazepan-1-yl)-2-[(phenylsulfonyl)amino]phenyl}-1-naphthalenesulfonamide hydrochloride). As a reaction SMILES: [NH2:1][C:2]1[CH:7]=[CH:6][C:5]([N:8]2[CH2:14][CH2:13][CH2:12][N:11](C(OC(C)(C)C)=O)[CH2:10][CH2:9]2)=[CH:4][C:3]=1[NH:22][S:23]([C:26]1[CH:31]=[CH:30][CH:29]=[CH:28][CH:27]=1)(=[O:25])=[O:24].[C:32]1([S:42]([Cl:45])(=[O:44])=[O:43])[C:41]2[C:36](=[CH:37][CH:38]=[CH:39][CH:40]=2)[CH:35]=[CH:34][CH:33]=1>>[ClH:45].[N:8]1([C:5]2[CH:6]=[CH:7][C:2]([NH:1][S:42]([C:32]3[C:41]4[C:36](=[CH:37][CH:38]=[CH:39][CH:40]=4)[CH:35]=[CH:34][CH:33]=3)(=[O:44])=[O:43])=[C:3]([NH:22][S:23]([C:26]3[CH:31]=[CH:30][CH:29]=[CH:28][CH:27]=3)(=[O:24])=[O:25])[CH:4]=2)[CH2:14][CH2:13][CH2:12][NH:11][CH2:10][CH2:9]1 |f:2.3|. Procedure details: The compound was synthesized from of N-{2-amino-5-(4-t-butyloxycarbonyl-1,4-diazepan-1-yl)-phenyl}benzenesulfonamide and 1-naphthalenesulfonylchloride (61 mg, 0.27 mmol) to give 56 mg as purple solid. M+1 537.2 Calcd 537.15; 1HNMR δ 8.67-8.64 (m, 1H), 8.10 (d, 1H), 8.02-7.98 (m, 1H), 7.89 (dd, 1H), 7.77-7.38 (m, 8H), 6.46 (d, 1H), 6.26 (d, 1H), 6.14 (dd, 1H), 3.54 (app t, 2H), 3.36-3.31 (m, 2H), 3.17 (app t, 2H), 2.05-1.96 (m, 2H). Reactants: TEA, BrC=1C2=C(C=C3C=NN(C13)C1=CC=C(C=C1)F)C(=C(CCO2)O)C#N (10-bromo-1-(4-fluorophenyl)-6-hydroxy-7,8-dihydro-1H-oxepino[3,2-f]indazole-5-carbonitrile), C(=C)C(=O)C (Methyl vinyl ketone). Run in COCCOC (DME). Conditions: time 47 hour. Yields the product BrC=1C2=C(C=C3C=NN(C13)C1=CC=C(C=C1)F)C(C(CCO2)=O)(C#N)CCC(C)=O (10-bromo-1-(4-fluorophenyl)-6-oxo-5-(3-oxobutyl)-5,6,7,8-tetrahydro-1H-oxepino[3,2-f]indazole-5-carbonitrile). Reaction SMILES: [Br:1][C:2]1[C:3]2[O:22][CH2:21][CH2:20][C:19]([OH:23])=[C:18]([C:24]#[N:25])[C:4]=2[CH:5]=[C:6]2[C:10]=1[N:9]([C:11]1[CH:16]=[CH:15][C:14]([F:17])=[CH:13][CH:12]=1)[N:8]=[CH:7]2.[CH:26]([C:28]([CH3:30])=[O:29])=[CH2:27]>COCCOC>[Br:1][C:2]1[C:3]2[O:22][CH2:21][CH2:20][C:19](=[O:23])[C:18]([CH2:27][CH2:26][C:28](=[O:29])[CH3:30])([C:24]#[N:25])[C:4]=2[CH:5]=[C:6]2[C:10]=1[N:9]([C:11]1[CH:16]=[CH:15][C:14]([F:17])=[CH:13][CH:12]=1)[N:8]=[CH:7]2. Procedure details: TEA (0.300 mL, 2.152 mmol) was added to a slurry of 10-bromo-1-(4-fluorophenyl)-6-hydroxy-7,8-dihydro-1H-oxepino[3,2-f]indazole-5-carbonitrile (102, R1=4-Fluorophenyl) (3.15 g, 7.87 mmol) in DME (40.0 mL) under a nitrogen atmosphere. Methyl vinyl ketone (1.30 mL, 15.8 mmol) was added dropwise. After about 47 h, the volatiles were removed under reduced pressure to afford 10-bromo-1-(4-fluorophenyl)-6-oxo-5-(3-oxobutyl)-5,6,7,8-tetrahydro-1H-oxepino[3,2-f]indazole-5-carbonitrile as a tan foam. LC/... The reactants are BrC1=CC=C2C(=N1)N(C=C2)[Si](C(C)C)(C(C)C)C(C)C (6-bromo-1-(triisopropylsilyl)-1H-pyrrolo[2,3-b]pyridine), CN(CCN)C (N,N-dimethylethylenediamine), [Na+].[Cl-] (NaCl), CC(C)([O-])C.[Na+] (Sodium tert-butoxide). The reagents and catalysts are CC(C)([P](C(C)(C)C)([Pd][P](C(C)(C)C)(C(C)(C)C)C(C)(C)C)C(C)(C)C)C (bis(tri-tert-butylphosphine)palladium(0)). Run in C1(=CC=CC=C1)C (toluene). Conditions: temperature 80 celsius, time 1 hour. Yields the product CN(CCNC1=CC=C2C(=N1)N(C=C2)[Si](C(C)C)(C(C)C)C(C)C)C (N1,N1-dimethyl-N2-(1-(triisopropylsilyl)-1H-pyrrolo[2,3-b]pyridin-6-yl)ethane-1,2-diamine). Yield: 55.6%. RXN SMILES: Br[C:2]1[N:7]=[C:6]2[N:8]([Si:11]([CH:18]([CH3:20])[CH3:19])([CH:15]([CH3:17])[CH3:16])[CH:12]([CH3:14])[CH3:13])[CH:9]=[CH:10][C:5]2=[CH:4][CH:3]=1.[CH3:21][N:22]([CH3:26])[CH2:23][CH2:24][NH2:25].CC(C)([O-])C.[Na+].[Na+].[Cl-]>CC(C)([P](C(C)(C)C)([Pd][P](C(C)(C)C)(C(C)(C)C)C(C)(C)C)C(C)(C)C)C.C1(C)C=CC=CC=1>[CH3:21][N:22]([CH3:26])[CH2:23][CH2:24][NH:25][C:2]1[N:7]=[C:6]2[N:8]([Si:11]([CH:18]([CH3:20])[CH3:19])([CH:15]([CH3:17])[CH3:16])[CH:12]([CH3:14])[CH3:13])[CH:9]=[CH:10][C:5]2=[CH:4][CH:3]=1 |f:2.3,4.5,^1:37,43|. Procedure: In a 25 mL round-bottomed flask, 6-bromo-1-(triisopropylsilyl)-1H-pyrrolo[2,3-b]pyridine (713 mg, 2.02 mmol, Eq: 1.00), N,N-dimethylethylenediamine (1.07 g, 1.32 ml, 12.1 mmol, Eq: 6) and bis(tri-tert-butylphosphine)palladium(0) (206 mg, 404 μmol, Eq: 0.2) were combined with toluene (2 ml) to give a yellow solution. Sodium tert-butoxide (582 mg, 6.05 mmol, Eq: 3) was added. The reaction mixture was heated to 80° C. and stirred for 1 h, then poured into 20 mL sat NaCl and extracted with EtOAc (3×... Reactants: Cl.ClCCC=1N=CNC1 (4-(2-chloroethyl)imidazole hydrochloride), C([O-])([O-])=O.[K+].[K+] (potassium carbonate), C1COCCOCCOCCOCCOCCO1 (18-Crown-6), ON1C(C=2C(C1=O)=CC=CC2)=O (N-hydroxyphthalimide). Solvent: CN(C)C=O (DMF), CN(C)C=O (DMF). Product: C1(C=2C(C(N1)=O)=CC=CC2)=O (phthalimide). Reaction SMILES: O[N:2]1[C:6](=[O:7])[C:5]2=[CH:8][CH:9]=[CH:10][CH:11]=[C:4]2[C:3]1=[O:12].C(=O)([O-])[O-].[K+].[K+].C1OCCOCCOCCOCCOCCOC1.Cl.ClCCC1N=CNC=1>CN(C=O)C>[C:6]1(=[O:7])[NH:2][C:3](=[O:12])[C:4]2=[CH:11][CH:10]=[CH:9][CH:8]=[C:5]12 |f:1.2.3,5.6|. Procedure details: 7 g of N-hydroxyphthalimide was dissolved in 120 ml of DMF and then 9.8 g of potassium carbonate and 300 mg of 18-Crown-6(Merck & co, Ltd.) were added thereto. A mixture of 4.3 g of 4-(2-chloroethyl)imidazole hydrochloride and 30 ml of DMF was added to the mixture under stirring. The resulting mixture was stirred for 15 hours at 50° C. After cooling, the insoluble material was removed by filtration and the filtrate was evaporated and then chloroform was added to the residue. The mixture was wash... The reactants are chloro, C([O-])([O-])=O.[K+].[K+] (potassium carbonate), FC(OC1=C(C(=O)N)C=C(C=C1)B1OC(C(O1)(C)C)(C)C)F (2-difluoromethoxy-5-(4,4,5,5-tetramethyl-[1,3,2]dioxaborolan-2-yl)-benzamide), tetrakis(triphenylphosphine). Yields the product FC(OC1=C(C(=O)NC)C=C(C=C1)B1OC(C(O1)(C)C)(C)C)F (2-Difluoromethoxy-N-methyl-5-(4,4,5,5-tetramethyl-[1,3,2]dioxaborolan-2-yl)-benzamide). Procedure details: A mixture of the appropriate chloro-substrate (1 equiv), potassium carbonate (3.0 equiv), 2-difluoromethoxy-5-(4,4,5,5-tetramethyl-[1,3,2]dioxaborolan-2-yl)-benzamide (1.1 equiv) and tetrakis(triphenylphosphine) palladium0 (0.05 equiv) in acetonitrile/water (0.1 M of chloro-substrate) was stirred at 100° C. for 2 hours. Upon completion the reaction mixture was partitioned between water and CH2Cl2 and extracted with CH2Cl2. Combined organic phases were washed with brine, dried (MgSO4), filtered a... Solvent: C(C)#N.O (acetonitrile water). Reaction conditions: temperature 100 celsius, time 2 hour. As a reaction SMILES: [C:1](=O)([O-])[O-].[K+].[K+].[F:7][CH:8]([F:28])[O:9][C:10]1[CH:18]=[CH:17][C:16]([B:19]2[O:23][C:22]([CH3:25])([CH3:24])[C:21]([CH3:27])([CH3:26])[O:20]2)=[CH:15][C:11]=1[C:12]([NH2:14])=[O:13]>C(#N)C.O>[F:28][CH:8]([F:7])[O:9][C:10]1[CH:18]=[CH:17][C:16]([B:19]2[O:23][C:22]([CH3:24])([CH3:25])[C:21]([CH3:27])([CH3:26])[O:20]2)=[CH:15][C:11]=1[C:12]([NH:14][CH3:1])=[O:13] |f:0.1.2,4.5|. Reactants: C1COCCN1, CCO, COc1ccc([N+](=O)[O-])c(Cl)n1. The product is COc1ccc([N+](=O)[O-])c(N2CCOCC2)n1. As a reaction SMILES: [CH2:13]1[CH2:14][O:15][CH2:16][CH2:17][NH:18]1.[CH3:19][CH2:20][OH:21].[Cl:1][c:2]1[n:3][c:4]([O:11][CH3:12])[cH:5][cH:6][c:7]1[N+:8](=[O:9])[O-:10]>>[c:2]1([N:18]2[CH2:13][CH2:14][O:15][CH2:16][CH2:17]2)[n:3][c:4]([O:11][CH3:12])[cH:5][cH:6][c:7]1[N+:8](=[O:9])[O-:10]. The reactants are C(C)(C)N(C(C)C)CC (N,N-diisopropylethylamine), FC(OC1=CC=C(C=C1)S(=O)(=O)Cl)F (4-(difluoromethoxy)benzenesulfonyl chloride), ClC1=C(C=CC=C1)N1C(C2(CCCN2)CC1)=O (7-(2-Chlorophenyl)-1,7-diazaspiro[4.4]nonan-6-one). Run in C(Cl)Cl (DCM). Run at time 18 hour. Product: ClC1=C(C=CC=C1)N1C(C2(CCCN2S(=O)(=O)C2=CC=C(C=C2)OC(F)F)CC1)=O (7-(2-Chlorophenyl)-1-{[4-(difluoromethoxy)phenyl]sulfonyl}-1,7-diazaspiro[4.4]-nonan-6-one). Reaction SMILES: [Cl:1][C:2]1[CH:7]=[CH:6][CH:5]=[CH:4][C:3]=1[N:8]1[CH2:16][CH2:15][C:10]2([NH:14][CH2:13][CH2:12][CH2:11]2)[C:9]1=[O:17].C(N(CC)C(C)C)(C)C.[F:27][CH:28]([F:40])[O:29][C:30]1[CH:35]=[CH:34][C:33]([S:36](Cl)(=[O:38])=[O:37])=[CH:32][CH:31]=1>C(Cl)Cl>[Cl:1][C:2]1[CH:7]=[CH:6][CH:5]=[CH:4][C:3]=1[N:8]1[CH2:16][CH2:15][C:10]2([N:14]([S:36]([C:33]3[CH:32]=[CH:31][C:30]([O:29][CH:28]([F:27])[F:40])=[CH:35][CH:34]=3)(=[O:38])=[O:37])[CH2:13][CH2:12][CH2:11]2)[C:9]1=[O:17]. Reported procedure: 7-(2-Chlorophenyl)-1,7-diazaspiro[4.4]nonan-6-one (20 mg, 0.00008 mol) was dissolved in DCM. To this solution was added N,N-diisopropylethylamine (DIPEA) (42 μL, 0.00024 mol) and 4-(difluoromethoxy)benzenesulfonyl chloride (21 mg, 0.000088 mol) at 0° C. The solution was allowed to gradually warm to RT while stirring for 18 h. LC-MS: 457.1 (M+1H)+. Reactants: Cl (HCl), OO (H2O2), C(CC)C1=NC2=C(N1CC1=CC=C(C=C1)C=1C(=CC=CC1)C=O)C=C(C=C2C)C=2N=CN(C2)C (4′-[(2-n-propyl-4-methyl-6-(1-methyl-imidazol-4-yl)-benzimidazol-1-yl)methyl]-biphenyl-2-carboxaldehyde), NaH2PO4. The solvent is O (water), O (water), C(C)#N (acetonitrile), O (H2O). Run at time 1.5 hour. Yields the product C(CC)C1=NC2=C(N1CC1=CC=C(C=C1)C=1C(=CC=CC1)C(=O)O)C=C(C=C2C)C=2N=CN(C2)C (4′-[(2-n-propyl-4-methyl-6-(1-methyl-imidazol-4-yl)-benzimidazol-1-yl)methyl]-biphenyl-2-carboxylic acid). As a reaction SMILES: [CH2:1]([C:4]1[N:8]([CH2:9][C:10]2[CH:15]=[CH:14][C:13]([C:16]3[C:17]([CH:22]=[O:23])=[CH:18][CH:19]=[CH:20][CH:21]=3)=[CH:12][CH:11]=2)[C:7]2[CH:24]=[C:25]([C:29]3[N:30]=[CH:31][N:32]([CH3:34])[CH:33]=3)[CH:26]=[C:27]([CH3:28])[C:6]=2[N:5]=1)[CH2:2][CH3:3].[OH:35]O.Cl>O.C(#N)C>[CH2:1]([C:4]1[N:8]([CH2:9][C:10]2[CH:15]=[CH:14][C:13]([C:16]3[C:17]([C:22]([OH:35])=[O:23])=[CH:18][CH:19]=[CH:20][CH:21]=3)=[CH:12][CH:11]=2)[C:7]2[CH:24]=[C:25]([C:29]3[N:30]=[CH:31][N:32]([CH3:34])[CH:33]=3)[CH:26]=[C:27]([CH3:28])[C:6]=2[N:5]=1)[CH2:2][CH3:3]. Procedure details: A solution of 1.7 g (14.7 mmol) of NaClO2X4H2O (79% purity) in 7 ml of water is added dropwise to a stirred mixture of 4′-[(2-n-propyl-4-methyl-6-(1-methyl-imidazol-4-yl)-benzimidazol-1-yl)methyl]-biphenyl-2-carboxaldehyde (2.5 g, 4.5 mmol) in 10 ml of acetonitrile, 0.16 g of NaH2PO4 in 2 ml of H2O and 2.5 ml of 30% H2O2 at the temperature 10° C. pH of the mixture is adjusted to pH=2 with concentrated HCl and stirring is continued for 1.5 h at room temperature. Reaction mixture is poured into 12...